The task is: describe an organic reaction: reactants, conditions, products, and yield. This data is from the Open Reaction Database (ORD), a public repository of structured organic reaction records. The solvent is O (water). Product: 120, C=O.N1=C(N)N=C(N)N=C1N (melamine-formaldehyde). As a reaction SMILES: [Na].C(C1=C[C:12](OC1=O)=[O:13])=CC1C=CC=CC=1.[N:17]1[C:24]([NH2:25])=[N:23][C:21]([NH2:22])=[N:20][C:18]=1[NH2:19].C=O.[OH-].[Na+]>O>[CH2:12]=[O:13].[N:17]1[C:24]([NH2:25])=[N:23][C:21]([NH2:22])=[N:20][C:18]=1[NH2:19] |f:4.5,7.8,^1:0|. Procedure details: Previously, 50 parts of 20% liquor A (dispersion of aromatic isocyanate compound) and 50 parts of 40% liquor B (co-dispersion of imino compound-sensitizer) obtained by grinding and dispersing in the above (1) were mixed with each other until a homogeneous mixture was obtained. The resulting homogeneous mixture of liquor A and liquor B was mixed with 37.5 parts of a 40% solubilized emulsion (average particle diameter 0.05 μm) comprising microcrystalline wax having a melting point of 75° C. as a m... Run at temperature 60 celsius, time 30 minute. The reactants are 12, N1=C(N)N=C(N)N=C1N (melamine), C=O (formaldehyde), [OH-].[Na+] (sodium hydroxide), ( 1 ), aqueous solution, [Na] (sodium), C(=CC1=CC=CC=C1)/C/1=C/C(=O)OC1=O (styrenemaleic anhydride).